Dataset: the Open Reaction Database (ORD), a public repository of structured organic reaction records. Task: describe an organic reaction: reactants, conditions, products, and yield Reactants: OC1=CC=C(C=C1)C1(CCCCCCCCCCC1)C1=CC=C(C=C1)O (1,1-bis(4-hydroxyphenyl)cyclododecane), C(Cl)Cl (methylene chloride), S(=O)(=O)(Cl)Cl (sulfuryl chloride), C(Cl)Cl (methylene chloride). Yields the product ClC=1C=C(C=CC1O)C1(CCCCCCCCCCC1)C1=CC(=C(C=C1)O)Cl (1,1- bis (3-chloro-4-hydroxyphenyl)cyclododecane). RXN SMILES: [OH:1][C:2]1[CH:7]=[CH:6][C:5]([C:8]2([C:20]3[CH:25]=[CH:24][C:23]([OH:26])=C[CH:21]=3)[CH2:19][CH2:18][CH2:17][CH2:16][CH2:15][CH2:14][CH2:13][CH2:12][CH2:11][CH2:10][CH2:9]2)=[CH:4][CH:3]=1.S(Cl)([Cl:30])(=O)=O.[CH2:32]([Cl:34])Cl>>[Cl:30][C:3]1[CH:4]=[C:5]([C:8]2([C:20]3[CH:25]=[CH:24][C:23]([OH:26])=[C:32]([Cl:34])[CH:21]=3)[CH2:19][CH2:18][CH2:17][CH2:16][CH2:15][CH2:14][CH2:13][CH2:12][CH2:11][CH2:10][CH2:9]2)[CH:6]=[CH:7][C:2]=1[OH:1]. Procedure: To a slurry containing 10 grams (0.0284 mole) of 1,1-bis(4-hydroxyphenyl)cyclododecane, prepared substantially in accordance with the procedure of Example 1, and 50 milliliters of methylene chloride, there is slowly added, at a temperature of 25°-27° C. and with stirring, a solution containing 26 grams (0.19 mole) of sulfuryl chloride and 20 milliliters of methylene chloride. During the addition of this solution the slurry turns to a solution. The reaction is followed by gas chromatographic anal... Reactants: [O-][Cl+][O-], O=Cc1ccc(C(=O)CC2CCC(c3cc(F)ccc3F)(S(=O)(=O)c3ccc(Cl)cc3)CC2)o1, ClCCl, NS(=O)(=O)O, [Na+], O. Yields the product O=C(O)c1ccc(C(=O)CC2CCC(c3cc(F)ccc3F)(S(=O)(=O)c3ccc(Cl)cc3)CC2)o1. RXN SMILES: [Cl+:40]([O-:41])[O-:42].[Cl:1][c:2]1[cH:3][cH:4][c:5]([S:8](=[O:9])(=[O:10])[C:11]2([c:27]3[c:28]([F:34])[cH:29][cH:30][c:31]([F:33])[cH:32]3)[CH2:12][CH2:13][CH:14]([CH2:17][C:18](=[O:19])[c:20]3[cH:21][cH:22][c:23]([CH:25]=[O:26])[o:24]3)[CH2:15][CH2:16]2)[cH:6][cH:7]1.[Cl:44][CH2:45][Cl:46].[NH2:35][S:36]([OH:37])(=[O:38])=[O:39].[Na+:43].[OH2:47]>>[Cl:1][c:2]1[cH:3][cH:4][c:5]([S:8](=[O:9])(=[O:10])[C:11]2([c:27]3[c:28]([F:34])[cH:29][cH:30][c:31]([F:33])[cH:32]3)[CH2:12][CH2:13][CH:14]([CH2:17][C:18](=[O:19])[c:20]3[cH:21][cH:22][c:23]([C:25](=[O:26])[OH:37])[o:24]3)[CH2:15][CH2:16]2)[cH:6][cH:7]1. Starting materials: C=Cc1cc(NC(=O)OC(C)(C)C)c(NC(=O)CC(=O)c2cccc(-c3cc(C)nc(C)c3)c2)cc1C(F)(F)F, ClCCl, O=C(O)C(F)(F)F. The product is C=Cc1cc2c(cc1C(F)(F)F)NC(=O)CC(c1cccc(-c3cc(C)nc(C)c3)c1)=N2. As a reaction SMILES: [C:1]([O:2][C:3](=[O:4])[NH:7][c:8]1[c:9]([NH:20][C:21]([CH2:22][C:23](=[O:5])[c:25]2[cH:26][c:27](-[c:31]3[cH:32][c:33]([CH3:38])[n:34][c:35]([CH3:37])[cH:36]3)[cH:28][cH:29][cH:30]2)=[O:39])[cH:10][c:11]([C:16]([F:17])([F:18])[F:19])[c:12]([CH:14]=[CH2:15])[cH:13]1)([CH3:6])([CH3:24])[CH3:40].[Cl:48][CH2:49][Cl:50].[F:41][C:42]([F:43])([F:44])[C:45]([OH:46])=[O:47]>>[N:7]1=[C:23]([c:25]2[cH:26][c:27](-[c:31]3[cH:32][c:33]([CH3:38])[n:34][c:35]([CH3:37])[cH:36]3)[cH:28][cH:29][cH:30]2)[CH2:22][C:21](=[O:39])[NH:20][c:9]2[c:8]1[cH:13][c:12]([CH:14]=[CH2:15])[c:11]([C:16]([F:17])([F:18])[F:19])[cH:10]2. Starting materials: C=CCOC(=O)NS(N)(=O)=O, ClCCl, CCOC(=O)N=NC(=O)OCC, C1CCOC1, OCCc1csc2cncn12, c1ccc(P(c2ccccc2)c2ccccc2)cc1. Product: C=CCOC(=O)N(CCc1csc2cncn12)S(N)(=O)=O. As a reaction SMILES: [CH2:24]([CH:25]=[CH2:26])[O:27][C:28](=[O:29])[NH:30][S:31](=[O:32])(=[O:33])[NH2:34].[Cl:54][CH2:55][Cl:56].[O:1]=[C:2]([O:3][CH2:4][CH3:5])[N:6]=[N:7][C:8]([O:9][CH2:10][CH3:11])=[O:12].[O:57]1[CH2:58][CH2:59][CH2:60][CH2:61]1.[OH:13][CH2:14][CH2:15][c:16]1[n:17]2[c:18]([s:19][cH:20]1)[cH:21][n:22][cH:23]2.[c:35]1([P:36]([c:37]2[cH:38][cH:39][cH:40][cH:41][cH:42]2)[c:43]2[cH:44][cH:45][cH:46][cH:47][cH:48]2)[cH:49][cH:50][cH:51][cH:52][cH:53]1>>[CH2:14]([CH2:15][c:16]1[n:17]2[c:18]([s:19][cH:20]1)[cH:21][n:22][cH:23]2)[N:30]([C:28]([O:27][CH2:24][CH:25]=[CH2:26])=[O:29])[S:31](=[O:32])(=[O:33])[NH2:34]. Reactants: CC1=NC(=NO1)C1=CC(=C(C=C1)C)[N+](=O)[O-] (5-Methyl-3-(4-methyl-3-nitro-phenyl)-[1,2,4]oxadiazole), BrN1C(CCC1=O)=O (N-bromosuccinimide). Solvent: ClCCl (dichloromethane). Yields the product BrCC1=C(C=C(C=C1)C1=NOC(=N1)C)[N+](=O)[O-] (3-(4-Bromomethyl-3-nitro-phenyl)-5-methyl-[1,2,4]oxadiazole). Isolated yield 81.1%. RXN SMILES: [CH3:1][C:2]1[O:6][N:5]=[C:4]([C:7]2[CH:12]=[CH:11][C:10]([CH3:13])=[C:9]([N+:14]([O-:16])=[O:15])[CH:8]=2)[N:3]=1.[Br:17]N1C(=O)CCC1=O>ClCCl>[Br:17][CH2:13][C:10]1[CH:11]=[CH:12][C:7]([C:4]2[N:3]=[C:2]([CH3:1])[O:6][N:5]=2)=[CH:8][C:9]=1[N+:14]([O-:16])=[O:15]. Procedure: A solution of compound 1b (21 g, 96 mmol) and N-bromosuccinimide (20.5 g, 115 mmol) in dichloromethane (500 mL) was irradiated with a sun lamp for 2 h at rt. The reaction mixture was filtered through a short column of silica gel in dichloromethane and concentrated on a rotary evaporator. The residue was recrystallized (ethyl acetate/hexane/petroleum ether) to afford compound 1c as a white solid (23.2 g, 82%). ESI-MS m/e 300.1 (M+1). The reactants are C1CCOC1, CO, Nc1cc(N2CCC(C(F)(F)F)CC2)c(Cl)cc1[N+](=O)[O-]. The product is Nc1cc(Cl)c(N2CCC(C(F)(F)F)CC2)cc1N. As a reaction SMILES: [CH2:22]1[O:23][CH2:24][CH2:25][CH2:26]1.[CH3:27][OH:28].[Cl:1][c:2]1[cH:3][c:4]([N+:19]([O-:20])=[O:21])[c:5]([NH2:6])[cH:7][c:8]1[N:9]1[CH2:10][CH2:11][CH:12]([C:15]([F:16])([F:17])[F:18])[CH2:13][CH2:14]1>>[Cl:1][c:2]1[cH:3][c:4]([NH2:19])[c:5]([NH2:6])[cH:7][c:8]1[N:9]1[CH2:10][CH2:11][CH:12]([C:15]([F:16])([F:17])[F:18])[CH2:13][CH2:14]1. Starting materials: BrC1=CC=C(C=C1)C(C(=O)NCC(C)C)(C)C (2-(4-bromophenyl)-N-isobutyl-2-methylpropanamide), C(=O)C1=C(C=CC=C1)B(O)O (2-formylphenylboronic acid), ( 324 ). Product: C(=O)C1=C(C=CC=C1)C1=CC=C(C=C1)C(C(=O)NCC(C)C)(C)C (2-(2′-formylbiphenyl-4-yl)-N-isobutyl-2-methylpropanamide). Yield: 59.0%. RXN SMILES: Br[C:2]1[CH:7]=[CH:6][C:5]([C:8]([CH3:17])([CH3:16])[C:9]([NH:11][CH2:12][CH:13]([CH3:15])[CH3:14])=[O:10])=[CH:4][CH:3]=1.[CH:18]([C:20]1[CH:25]=[CH:24][CH:23]=[CH:22][C:21]=1B(O)O)=[O:19]>>[CH:18]([C:20]1[CH:25]=[CH:24][CH:23]=[CH:22][C:21]=1[C:2]1[CH:7]=[CH:6][C:5]([C:8]([CH3:17])([CH3:16])[C:9]([NH:11][CH2:12][CH:13]([CH3:15])[CH3:14])=[O:10])=[CH:4][CH:3]=1)=[O:19]. Reported procedure: Prepared in a similar manner to Example 1 from 2-(4-bromophenyl)-N-isobutyl-2-methylpropanamide (example 1a) and 2-formylphenylboronic acid. Yield: 59%. 1H NMR (400 MHz, dMSO): δ 0.72-0.75 (d, 6H), 1.49 (s, 6H), 1.65-1.72 (m, 1H), 2.80-2.85 (t, 2H), 7.35-7.44 (m, 5H), 7.47-7.50 (d, 1H), 7.55-7.65 (t, 1H), 7.70-7.75 (t, 1H), 7.85-7.90 (d,1H), 9.9 (s, 1H); MS+H (324).